From a dataset of the Open Reaction Database (ORD), a public repository of structured organic reaction records. describe an organic reaction: reactants, conditions, products, and yield The reactants are CCO, COC(=O)Cc1ccc(C#Cc2cc(C(=O)OC(C)C)c3c(c2)C(C)(C)CC(C)(C)O3)cc1, [Li+], C1CCOC1, [OH-], O. Yields the product CC(C)OC(=O)c1cc(C#Cc2ccc(CC(=O)O)cc2)cc2c1OC(C)(C)CC2(C)C. RXN SMILES: [CH3:36][CH2:37][OH:38].[CH:1]([CH3:2])([CH3:3])[O:4][C:5](=[O:6])[c:7]1[cH:8][c:9]([C:21]#[C:22][c:23]2[cH:24][cH:25][c:26]([CH2:29][C:30](=[O:31])[O:32][CH3:33])[cH:27][cH:28]2)[cH:10][c:11]2[c:16]1[O:15][C:14]([CH3:17])([CH3:18])[CH2:13][C:12]2([CH3:19])[CH3:20].[Li+:34].[O:39]1[CH2:40][CH2:41][CH2:42][CH2:43]1.[OH-:35].[OH2:44]>>[CH:1]([CH3:2])([CH3:3])[O:4][C:5](=[O:6])[c:7]1[cH:8][c:9]([C:21]#[C:22][c:23]2[cH:24][cH:25][c:26]([CH2:29][C:30](=[O:31])[OH:32])[cH:27][cH:28]2)[cH:10][c:11]2[c:16]1[O:15][C:14]([CH3:17])([CH3:18])[CH2:13][C:12]2([CH3:19])[CH3:20]. The reactants are CO, [Cl-], CC(F)(F)c1cc([N+](=O)[O-])ccc1Cl, [Fe], [NH4+], O. Product: CC(F)(F)c1cc(N)ccc1Cl. Reaction SMILES: [CH3:19][OH:20].[Cl-:15].[Cl:1][c:2]1[c:3]([C:11]([CH3:12])([F:13])[F:14])[cH:4][c:5]([N+:8]([O-:9])=[O:10])[cH:6][cH:7]1.[Fe:18].[NH4+:16].[OH2:17]>>[Cl:1][c:2]1[c:3]([C:11]([CH3:12])([F:13])[F:14])[cH:4][c:5]([NH2:8])[cH:6][cH:7]1. Starting materials: ClCCl, Cn1cnc(S(=O)(=O)Cl)c1, CCOC(C)=O, Nc1cc(C(c2cc(F)ccc2F)S(=O)(=O)c2ccc(Cl)cc2)c(Cl)cn1, c1ccncc1. Product: Cn1cnc(S(=O)(=O)Nc2cc(C(c3cc(F)ccc3F)S(=O)(=O)c3ccc(Cl)cc3)c(Cl)cn2)c1. As a reaction SMILES: [CH2:1]([Cl:2])[Cl:3].[CH3:37][n:38]1[cH:39][n:40][c:41]([S:43](=[O:44])(=[O:45])[Cl:46])[cH:42]1.[CH3:47][CH2:48][O:49][C:50](=[O:51])[CH3:52].[Cl:4][c:5]1[c:6]([CH:12]([c:13]2[c:14]([F:20])[cH:15][cH:16][c:17]([F:19])[cH:18]2)[S:21](=[O:22])(=[O:23])[c:24]2[cH:25][cH:26][c:27]([Cl:30])[cH:28][cH:29]2)[cH:7][c:8]([NH2:11])[n:9][cH:10]1.[cH:31]1[cH:32][cH:33][n:34][cH:35][cH:36]1>>[Cl:4][c:5]1[c:6]([CH:12]([c:13]2[c:14]([F:20])[cH:15][cH:16][c:17]([F:19])[cH:18]2)[S:21](=[O:22])(=[O:23])[c:24]2[cH:25][cH:26][c:27]([Cl:30])[cH:28][cH:29]2)[cH:7][c:8]([NH:11][S:43]([c:41]2[n:40][cH:39][n:38]([CH3:37])[cH:42]2)(=[O:44])=[O:45])[n:9][cH:10]1. Starting materials: ClC1=C(C=O)C=CC=C1[N+](=O)[O-] (2-chloro-3-nitro-benzaldehyde), stannous chloride, C1(CCCCC1)NC(=O)C1CCNCC1 (piperidine-4-carboxylic acid cyclohexylamide), C1(CCCCC1)NC(=O)C1CCN(CC1)CC1=C(C(=CC=C1)[N+](=O)[O-])Cl (1-(2-chloro-3-nitro-benzyl)-piperidine-4-carboxylic acid cyclohexylamide). The product is C1(CCCCC1)NC(=O)C1CCN(CC1)CC1=C(C(=CC=C1)N)Cl (1-(3-Amino-2-chloro-benzyl)-piperidine-4-carboxylic acid cyclohexylamide). Reaction SMILES: ClC1C([N+]([O-])=O)=CC=CC=1C=O.C1(NC(C2CCNCC2)=O)CCCCC1.[CH:28]1([NH:34][C:35]([CH:37]2[CH2:42][CH2:41][N:40]([CH2:43][C:44]3[CH:49]=[CH:48][CH:47]=[C:46]([N+:50]([O-])=O)[C:45]=3[Cl:53])[CH2:39][CH2:38]2)=[O:36])[CH2:33][CH2:32][CH2:31][CH2:30][CH2:29]1>>[CH:28]1([NH:34][C:35]([CH:37]2[CH2:42][CH2:41][N:40]([CH2:43][C:44]3[CH:49]=[CH:48][CH:47]=[C:46]([NH2:50])[C:45]=3[Cl:53])[CH2:39][CH2:38]2)=[O:36])[CH2:33][CH2:32][CH2:31][CH2:30][CH2:29]1. Procedure details: The title compound is prepared according to the reactions described above starting from 2-chloro-3-nitro-benzaldehyde and piperidine-4-carboxylic acid cyclohexylamide giving after reductive amination 1-(2-chloro-3-nitro-benzyl)-piperidine-4-carboxylic acid cyclohexylamide LC-MS B: tR=0.57 min; [M+H]+=380.14 and reduction with stannous chloride the title compound LC-MS A: tR=0.50 min; [M+H]+=350.20.